From a dataset of the Open Reaction Database (ORD), a public repository of structured organic reaction records. describe an organic reaction: reactants, conditions, products, and yield Reactants: Cl (HCl), Cl-29.99, Cl.Cl.Cl.Cl.C(C)NCCCNCCCCCCCCNCCCNCC (N,N'-Bis(3-(ethylamino)propyl)-1,8-octanediamine tetrahydrochloride), C(C)O (ethanol), Cl-30.24. Run in C(C)OCC (diethyl ether). Yields the product O.Cl.Cl.Cl.Cl.C(C)NCCCNCCCCCCCCNCCCNCC.C(C)NCCCNCCCCCCCCNCCCNCC.Cl.Cl.Cl.Cl (N,N'-Bis(3-(ethylamino)propyl)-1,8-octanediamine tetrahydrochloride hemihydrate). RXN SMILES: [ClH:1].Cl.Cl.Cl.[CH2:5]([NH:7][CH2:8][CH2:9][CH2:10][NH:11][CH2:12][CH2:13][CH2:14][CH2:15][CH2:16][CH2:17][CH2:18][CH2:19][NH:20][CH2:21][CH2:22][CH2:23][NH:24][CH2:25][CH3:26])[CH3:6].Cl.C([OH:30])C>C(OCC)C>[OH2:30].[ClH:1].[ClH:1].[ClH:1].[ClH:1].[CH2:25]([NH:24][CH2:23][CH2:22][CH2:21][NH:20][CH2:19][CH2:18][CH2:17][CH2:16][CH2:15][CH2:14][CH2:13][CH2:12][NH:11][CH2:10][CH2:9][CH2:8][NH:7][CH2:5][CH3:6])[CH3:26].[CH2:25]([NH:24][CH2:23][CH2:22][CH2:21][NH:20][CH2:19][CH2:18][CH2:17][CH2:16][CH2:15][CH2:14][CH2:13][CH2:12][NH:11][CH2:10][CH2:9][CH2:8][NH:7][CH2:5][CH3:6])[CH3:26].[ClH:1].[ClH:1].[ClH:1].[ClH:1] |f:0.1.2.3.4,8.9.10.11.12.13.14.15.16.17.18|. Procedure: Dissolve 3.3 g (0.0046 mol) of the product of Step A in 7 ml ethanol and treat with 70 ml of 2 N HCl in diethyl ether stirring overnight. Filter the mixture and dry the residue at 70° C. at reduced pressure to yield 1.95 g of the title 46.09, H-10.10, N-11.95, Cl-30.24; Found C-46.23, H-9.94, N-12.11, Cl-29.99. The reactants are ClC=1C=C2C=C(NC2=C(C1)F)C=1C=NC=CC1 (5-chloro-7-fluoro-2-pyridin-3-yl-1H-indole), [H-].[Na+] (sodium hydride), oil, IC (Iodomethane), O (Water). Solvent: CN(C)C=O (DMF). Reaction conditions: time 30 minute. The product is ClC=1C=C2C=C(N(C2=C(C1)F)C)C=1C=NC=CC1 (5-chloro-7-fluoro-1-methyl-2-pyridin-3-yl-1H-indole). As a reaction SMILES: [Cl:1][C:2]1[CH:3]=[C:4]2[C:8](=[C:9]([F:11])[CH:10]=1)[NH:7][C:6]([C:12]1[CH:13]=[N:14][CH:15]=[CH:16][CH:17]=1)=[CH:5]2.[H-].[Na+].I[CH3:21].O>CN(C=O)C>[Cl:1][C:2]1[CH:3]=[C:4]2[C:8](=[C:9]([F:11])[CH:10]=1)[N:7]([CH3:21])[C:6]([C:12]1[CH:13]=[N:14][CH:15]=[CH:16][CH:17]=1)=[CH:5]2 |f:1.2|. Procedure: To a solution of 5-chloro-7-fluoro-2-pyridin-3-yl-1H-indole (Example 86, 276 mg, 1.12 mmol) in DMF (4 mL) is added 60% sodium hydride in mineral oil (120 mg, 3.0 mmol) and the suspension is stirred for 30 min. Iodomethane (213 mg, 1.5 mmol) is then added to the reaction mixture and stirred at ambient temperature for 1 h. Water (2 mL) is added to quench the reaction. The mixture is filtered and purified by HPLC using Xbridge C18 with a gradient of acetonitrile in 0.1% NH4OH to afford 5-chloro-7-f... Starting materials: ClC1=C(C=CC=C1)C1=C(C(=NO1)O)C(C)C (5-(2-Chlorophenyl)-3-hydroxy-4-isopropylisoxazole), C(C)(C)(C)OC(=O)NCCO (2-(N-tert-butoxycarbonylamino)ethanol). Product: C(C)(C)(C)OC(=O)NCCOC1=NOC(=C1C(C)C)C1=C(C=CC=C1)Cl (3-(2-(N-tert-Butoxycarbonylamino)ethoxy)-5-(2-chlorophenyl)-4-isopropylisoxazole). Isolated yield 72.0%. Reaction SMILES: [Cl:1][C:2]1[CH:7]=[CH:6][CH:5]=[CH:4][C:3]=1[C:8]1[O:12][N:11]=[C:10]([OH:13])[C:9]=1[CH:14]([CH3:16])[CH3:15].[C:17]([O:21][C:22]([NH:24][CH2:25][CH2:26]O)=[O:23])([CH3:20])([CH3:19])[CH3:18]>>[C:17]([O:21][C:22]([NH:24][CH2:25][CH2:26][O:13][C:10]1[C:9]([CH:14]([CH3:16])[CH3:15])=[C:8]([C:3]2[CH:4]=[CH:5][CH:6]=[CH:7][C:2]=2[Cl:1])[O:12][N:11]=1)=[O:23])([CH3:20])([CH3:19])[CH3:18]. Procedure details: 5-(2-Chlorophenyl)-3-hydroxy-4-isopropylisoxazole (0.13 g) and 2-(N-tert-butoxycarbonylamino)ethanol (0.1 g) were subjected to reaction and post-treatment in a similar manner to that described in Example 9(a) to obtain the title compound (0.15 g, 72%) as a colorless powder. Reactants: [Li]C(C)(C)C, Cc1ccccc1, CN(C)C=O, CCOCC, CC(C)(C)OC(=O)Nc1ccccc1F, O. The product is CC(C)(C)OC(=O)Nc1c(F)cccc1C=O. RXN SMILES: [C:23]([Li:24])([CH3:25])([CH3:26])[CH3:27].[CH3:16][c:17]1[cH:18][cH:19][cH:20][cH:21][cH:22]1.[CH3:28][N:29]([CH:30]=[O:31])[CH3:32].[CH3:34][CH2:35][O:36][CH2:37][CH3:38].[F:1][c:2]1[c:3]([NH:8][C:9]([O:10][C:11]([CH3:12])([CH3:13])[CH3:14])=[O:15])[cH:4][cH:5][cH:6][cH:7]1.[OH2:33]>>[F:1][c:2]1[c:3]([NH:8][C:9]([O:10][C:11]([CH3:12])([CH3:13])[CH3:14])=[O:15])[c:4]([CH:30]=[O:31])[cH:5][cH:6][cH:7]1. Solvent: C(C)(=O)OCC (ethyl acetate), CO (methanol). Starting materials: O=C1N(C(C2=CC=CC=C12)=O)CC[C@@H](C(=O)O)[C@H](CCC1=CC=C(C=C1)C1=CC(=C(C=C1)C)F)OC=O ((2R,3S)-2-[2-(1,3-dioxo-1,3-dihydro-2H-isoindol-2-yl)ethyl]-5-(3′-fluoro-4′-methylbiphenyl-4-yl)-3-(formyloxy)pentanoic acid), C([O-])([O-])=O.[K+].[K+] (potassium carbonate), S(=O)(=O)(O)[O-].[Na+] (sodium hydrogen sulphate). Conditions: time 3 hour. RXN SMILES: [O:1]=[C:2]1[C:10]2[C:5](=[CH:6][CH:7]=[CH:8][CH:9]=2)[C:4](=[O:11])[N:3]1[CH2:12][CH2:13][C@H:14]([C@@H:18]([O:35]C=O)[CH2:19][CH2:20][C:21]1[CH:26]=[CH:25][C:24]([C:27]2[CH:32]=[CH:31][C:30]([CH3:33])=[C:29]([F:34])[CH:28]=2)=[CH:23][CH:22]=1)[C:15]([OH:17])=[O:16].C(=O)([O-])[O-].[K+].[K+].S([O-])(O)(=O)=O.[Na+]>CO.C(OCC)(=O)C>[O:1]=[C:2]1[C:10]2[C:5](=[CH:6][CH:7]=[CH:8][CH:9]=2)[C:4](=[O:11])[N:3]1[CH2:12][CH2:13][C@H:14]([C@@H:18]([OH:35])[CH2:19][CH2:20][C:21]1[CH:26]=[CH:25][C:24]([C:27]2[CH:32]=[CH:31][C:30]([CH3:33])=[C:29]([F:34])[CH:28]=2)=[CH:23][CH:22]=1)[C:15]([OH:17])=[O:16] |f:1.2.3,4.5|. Reported procedure: To a solution of the compound obtained from step o above (0.31 g) in methanol (5 mL), potassium carbonate (0.094 g) was added at 0° C. The reaction mixture was stirred at room temperature for 3 hours. The reaction mixture was diluted with ethyl acetate (50 mL), acidified with sodium hydrogen sulphate, and washed with water (20 mL). The organic layer was dried over anhydrous sodium sulphate and concentrated under reduced pressure to obtain a residue which was purified by preparative thin layer ch... Yields the product O=C1N(C(C2=CC=CC=C12)=O)CC[C@@H](C(=O)O)[C@H](CCC1=CC=C(C=C1)C1=CC(=C(C=C1)C)F)O ((2R,3S)-2-[2-(1,3-dioxo-1,3-dihydro-2H-isoindol-2-yl)ethyl]-5-(3′-fluoro-4′-methylbiphenyl-4-yl)-3-hydroxypentanoic acid). Starting materials: FC(C=1C=C2C=CC=NC2=CC1)(C1=NN=C2N1N=C(C=C2)C=2C=NN(C2)C)F (6-{difluoro[6-(1-methyl-1H-pyrazol-4-yl)[1,2,4]triazolo[4,3-b]pyridazin-3-yl]methyl}quinoline), CS(=O)(=O)[O-] (Methanesulphonate), FC(C=1C=C2C=CC=NC2=CC1)(C1=NN=C2N1N=C(C=C2)C=2C=NN(C2)C)F (6-{difluoro[6-(1-methyl-1H-pyrazol-4-yl)[1,2,4]triazolo[4,3-b]pyridazin-3-yl]methyl}quinoline), C([O-])([O-])=O.[Na+].[Na+] (sodium carbonate). The solvent is C(C)(=O)OCC.O (ethyl acetate water). Product: FC(C(=O)NN)(C=1C=C2C=CC=NC2=CC1)F (2,2-difluoro-2-quinolin-6-yl-acetohydrazide). Reaction SMILES: CS([O-])(=O)=O.[F:6][C:7]([F:33])([C:18]1N2N=C(C3C=NN(C)C=3)C=CC2=[N:20][N:19]=1)[C:8]1[CH:9]=[C:10]2[C:15](=[CH:16][CH:17]=1)[N:14]=[CH:13][CH:12]=[CH:11]2.C(=O)([O-])[O-:35].[Na+].[Na+]>C(OCC)(=O)C.O>[F:6][C:7]([F:33])([C:8]1[CH:9]=[C:10]2[C:15](=[CH:16][CH:17]=1)[N:14]=[CH:13][CH:12]=[CH:11]2)[C:18]([NH:19][NH2:20])=[O:35] |f:2.3.4,5.6|. Reported procedure: Methanesulphonate (mesylate) salt of the compound of formula (I) (8.7 g) is dissolved in ethyl acetate/water mixture (50/50 vol/vol; 400 mL). Addition of sodium carbonate (2.5 g) liberates the free base form of the compound of formula (I) which crystallises from the solvent mixture. The solids are filtered, washed and dried at 50° C. to provide 6.53 g of Form III.